From a dataset of the Open Reaction Database (ORD), a public repository of structured organic reaction records. describe an organic reaction: reactants, conditions, products, and yield Reactants: C1=CSC(=C1)CN(CCBr)CCBr.Br (DBTA), C(C1=CC=CC=C1)(=O)[C@]([C@](C(=O)O)(O)C(C1=CC=CC=C1)=O)(O)C(=O)O (dibenzoyl-L-tartaric acid), ( R ), C1(CCCC1)C1(CC(=CC(O1)=O)O)CCC1=CC(=NC(=C1)CC)CC (6-cyclopentyl-6-(2-(2,6-diethylpyridin-4-yl)ethyl)-4-hydroxy-5,6-dihydropyran-2-one), CC1=NC=2N(C(=C1)C)N=C(N2)C=O (5,7-dimethyl-[1,2,4]triazolo[1,5-a]pyrimidine-2-carbaldehyde), C(=O)(O)[O-].[Na+] (NaHCO3), C(CC(O)(C(=O)O)CC(=O)O)(=O)O (citric acid), ( R ), C1(CCCC1)C1(CC(=CC(O1)=O)O)CCC1=CC(=NC(=C1)CC)CC (6-cyclopentyl-6-(2-(2,6-diethylpyridin-4-yl)ethyl)-4-hydroxy-5,6-dihydropyran-2-one), CC1CCCO1 (2-MeTHF). Run in O (water), CC(C)(C)OC (MTBE), CO (methanol). Run at temperature -40 celsius, time 2 hour. Product: ( R ), C1(CCCC1)C1(CC(=C(C(O1)=O)CC1=NN2C(N=C(C=C2C)C)=N1)O)CCC1=CC(=NC(=C1)CC)CC (6-cyclopentyl-6-(2-(2,6-diethylpyridin-4-yl)ethyl)-3-((5,7-dimethyl-[1,2,4]triazolo[1,5-a]pyrimidin-2-yl)methyl)-4-hydroxy-5,6-dihydropyran-2-one). RXN SMILES: [C:1]([C@@:9]([C:24](O)=O)([OH:23])[C@@:10]([C:15](=[O:22])[C:16]1[CH:21]=CC=[CH:18][CH:17]=1)(O)C(O)=O)(=O)[C:2]1[CH:7]=[CH:6][CH:5]=[CH:4][CH:3]=1.C1(C2(CC[C:42]3[CH:47]=[C:46]([CH2:48]C)[N:45]=C(CC)C=3)OC(=O)C=C(O)C2)CCCC1.[CH:52]1[CH:56]=[C:55]([CH2:57]N(CCBr)CCBr)SC=1.Br.[CH3:66][CH:67]1O[CH2:70][CH2:69][CH2:68]1.C([O-])(O)=O.[Na+].C(O)(=O)CC(CC(O)=O)(C(O)=O)[OH:80].CC1C=C(C)[N:94]2[N:98]=C(C=O)[N:100]=[C:93]2[N:92]=1>CO.O.CC(OC)(C)C>[CH:24]1([C:9]2([CH2:1][CH2:2][C:7]3[CH:6]=[C:5]([CH2:4][CH3:3])[N:45]=[C:46]([CH2:47][CH3:42])[CH:48]=3)[O:23][C:21](=[O:80])[C:16]([CH2:17][C:18]3[N:100]=[C:93]4[N:92]=[C:69]([CH3:70])[CH:68]=[C:67]([CH3:66])[N:94]4[N:98]=3)=[C:15]([OH:22])[CH2:10]2)[CH2:52][CH2:56][CH2:55][CH2:57]1 |f:2.3,5.6|. Procedure: A flask was charged with the dibenzoyl-L-tartaric acid salt of {circle around (R)}-6-cyclopentyl-6-(2-(2,6-diethylpyridin-4-yl)ethyl)-4-hydroxy-5,6-dihydropyran-2-one (this material contained 1.5 eq DBTA counterion, 4.00 g, theor. 0.00454 mol), 2-MeTHF (40 mL), MTBE (40 mL), and water (20 mL). A solution of 5% aq NaHCO3 (about 20 mL) was added until the pH was 7.4. The solution pH was back-adjusted to pH=7.2 with a small amount of 40% citric acid solution. The phases were separated and the aqueo...